From a dataset of the Open Reaction Database (ORD), a public repository of structured organic reaction records. describe an organic reaction: reactants, conditions, products, and yield Reactants: ClC=1C=C(CN2C(CC3=CC=CC=C23)(C=O)Cl)C=CC1 (1-(3-chlorobenzyl)-2-chloroindole-carbaldehyde), O (water), C([O-])([O-])=O.[K+].[K+] (potassium carbonate), C(#N)CC(=O)OCC (ethyl cyanoacetate). The solvent is C(C)O (ethanol). The product is C(#N)C(C(=O)OCC)=CC1=C(N(C2=CC=CC=C12)CC1=CC(=CC=C1)Cl)Cl (Ethyl 2-cyano-3-(1-(3-chlorobenzyl)-2-chloro-3-indolyl)acrylate). As a reaction SMILES: [Cl:1][C:2]1[CH:3]=[C:4]([CH:18]=[CH:19][CH:20]=1)[CH2:5][N:6]1[C:14]2[C:9](=[CH:10][CH:11]=[CH:12][CH:13]=2)[CH2:8][C:7]1([Cl:17])C=O.[C:21](=O)([O-])[O-].[K+].[K+].[C:27]([CH2:29][C:30]([O:32][CH2:33][CH3:34])=[O:31])#[N:28].O>C(O)C>[C:27]([C:29](=[CH:21][C:8]1[C:9]2[C:14](=[CH:13][CH:12]=[CH:11][CH:10]=2)[N:6]([CH2:5][C:4]2[CH:18]=[CH:19][CH:20]=[C:2]([Cl:1])[CH:3]=2)[C:7]=1[Cl:17])[C:30]([O:32][CH2:33][CH3:34])=[O:31])#[N:28] |f:1.2.3|. Procedure: To 500 mg of 1-(3-chlorobenzyl)-2-chloroindole-carbaldehyde, slurried in 10 ml of ethanol, was added 500 mg of potassium carbonate and 0.19 ml of ethyl cyanoacetate. After overnight stirring 10 ml of water was added, and the product collected by filtration, washed with water, and dried to give (10a). Yield 510 mg of (10a). M.p. 130.5°-132° C. (sample recryst. from EtOH). Reaction conditions: time 1 hour. The solvent is O (water). The reactants are C[C@]12CC[C@@H]3C=4C=CC(=CC4CC[C@H]3[C@@H]1CCC2=O)O (estrone), S(=O)(=O)(OC)OC (dimethyl sulfate), O1CCOCC1 (dioxane), [OH-].[Na+] (NaOH). Procedure: Into a mixture of 1 g of estrone, 0.5 ml of dimethyl sulfate and 5 ml of dioxane, 5 ml of 10% NaOH aqueous solution was added over a period of one hour. The reaction temperature was maintained at 15° - 20°C. The resulting mixture was stirred for one hour. Then, 30 ml of water was added and the resulting cyrstals were filtered, washed with water and dried to obtain 1.040 g of the 100% purity methyl ether of estrone in a 98.9% yield. Yields the product COC (methyl ether), C[C@]12CC[C@@H]3C=4C=CC(=CC4CC[C@H]3[C@@H]1CCC2=O)O (estrone). Reaction SMILES: [CH3:1][C@@:2]12[C:18](=[O:19])[CH2:17][CH2:16][C@H:15]1[C@H:14]1[C@@H:5]([C:6]3[CH:7]=[CH:8][C:9]([OH:20])=[CH:10][C:11]=3[CH2:12][CH2:13]1)[CH2:4][CH2:3]2.S(OC)(OC)(=O)=O.[O:28]1[CH2:33]COC[CH2:29]1.[OH-].[Na+]>O>[CH3:29][O:28][CH3:33].[CH3:1][C@@:2]12[C:18](=[O:19])[CH2:17][CH2:16][C@H:15]1[C@H:14]1[C@@H:5]([C:6]3[CH:7]=[CH:8][C:9]([OH:20])=[CH:10][C:11]=3[CH2:12][CH2:13]1)[CH2:4][CH2:3]2 |f:3.4|. Reactants: IC=1C=C2C(C(NC2=CC1)=O)=O (5-iodo-1H-indole-2,3-dione), C(C)(=O)O (acetic acid), O1CN(CCC1)CC1=CC=C(OC2=CC=C(C(=O)NN)C=C2)C=C1 (4-[4-(1,3-oxazinan-3-ylmethyl)phenoxy]benzohydrazide). Conditions: temperature 100 celsius. The product is IC=1C=C2C(C(NC2=CC1)=O)=NNC(C1=CC=C(C=C1)OC1=CC=C(C=C1)CN1CCOCC1)=O (N′-[5-Iodo-2-oxo-1,2-dihydro-3H-indol-3-ylidene]-4-[4-(4-morpholinyl-methyl)phenoxy]benzohydrazide). The yield is 67.0%. As a reaction SMILES: [I:1][C:2]1[CH:3]=[C:4]2[C:8](=[CH:9][CH:10]=1)[NH:7][C:6](=[O:11])[C:5]2=O.O1C[CH2:17][CH2:16][N:15]([CH2:19][C:20]2[CH:36]=[CH:35][C:23]([O:24][C:25]3[CH:34]=[CH:33][C:28]([C:29]([NH:31][NH2:32])=[O:30])=[CH:27][CH:26]=3)=[CH:22][CH:21]=2)[CH2:14]1.[C:37](O)(=[O:39])C>>[I:1][C:2]1[CH:3]=[C:4]2[C:8](=[CH:9][CH:10]=1)[NH:7][C:6](=[O:11])[C:5]2=[N:32][NH:31][C:29](=[O:30])[C:28]1[CH:27]=[CH:26][C:25]([O:24][C:23]2[CH:22]=[CH:21][C:20]([CH2:19][N:15]3[CH2:16][CH2:17][O:39][CH2:37][CH2:14]3)=[CH:36][CH:35]=2)=[CH:34][CH:33]=1. Procedure details: Into a suspension of 5-iodo-1H-indole-2,3-dione in acetic acid was added 4-[4-(1,3-oxazinan-3-ylmethyl)phenoxy]benzohydrazide. After stirring at 100° C., the reaction mixture was cooled to rt and a yellow solid precipitated out. Filtration on a fritté, washing with AcOH, water and drying under vacuo at 60° C. overnight gave 194 mg of the title compound (67%) as a yellow solid in 98.9% purity by HPLC (Rt: 3.27, gradient of 8 min, MaxPlot detection between 230 and 400 nm). Reactants: BrCc1ccc2cccnc2c1, Br, COc1ccccc1COCCCOc1ccc(C2CCN(C(=O)OC(C)(C)C)CC2O)cc1, CN(C)C=O, [H-], [Na+]. As a reaction SMILES: [Br:36][CH2:37][c:38]1[cH:39][cH:40][c:41]2[cH:42][cH:43][cH:44][n:45][c:46]2[cH:47]1.[BrH:35].[C:1]([CH3:2])([CH3:3])([CH3:4])[O:5][C:6](=[O:7])[N:8]1[CH2:9][CH:10]([OH:34])[CH:11]([c:14]2[cH:15][cH:16][c:17]([O:20][CH2:21][CH2:22][CH2:23][O:24][CH2:25][c:26]3[c:27]([O:32][CH3:33])[cH:28][cH:29][cH:30][cH:31]3)[cH:18][cH:19]2)[CH2:12][CH2:13]1.[CH3:50][N:51]([CH3:52])[CH:53]=[O:54].[H-:48].[Na+:49]>>[C:1]([CH3:2])([CH3:3])([CH3:4])[O:5][C:6](=[O:7])[N:8]1[CH2:9][CH:10]([O:34][CH2:37][c:38]2[cH:39][cH:40][c:41]3[cH:42][cH:43][cH:44][n:45][c:46]3[cH:47]2)[CH:11]([c:14]2[cH:15][cH:16][c:17]([O:20][CH2:21][CH2:22][CH2:23][O:24][CH2:25][c:26]3[c:27]([O:32][CH3:33])[cH:28][cH:29][cH:30][cH:31]3)[cH:18][cH:19]2)[CH2:12][CH2:13]1. Yields the product COc1ccccc1COCCCOc1ccc(C2CCN(C(=O)OC(C)(C)C)CC2OCc2ccc3cccnc3c2)cc1.